Dataset: the Open Reaction Database (ORD), a public repository of structured organic reaction records. Task: describe an organic reaction: reactants, conditions, products, and yield The reactants are BrC=1C=C(C=O)C=C(C1OCC1=CC(=CC=C1)OC)[N+](=O)[O-] (3-bromo-4-(3-methoxy-benzyloxy)-5-nitro-benzaldehyde), C/C(=C\C#N)/N (3-aminocrotonitrile), C(CC)C1CC(CC(C1)=O)=O (5-propylcyclohexane-1,3-dione). Run in C(C)O (ethanol). Conditions: temperature 80 celsius, time 17 hour. The product is BrC=1C=C(C=C(C1OCC1=CC(=CC=C1)OC)[N+](=O)[O-])C1C(=C(NC=2CC(CC(C12)=O)CCC)C)C#N (4-[3-Bromo-4-(3-methoxy-benzyloxy)-5-nitro-phenyl]-2-methyl-5-oxo-7-propyl-1,4,5,6,7,8-hexahydro-quinoline-3-carbonitrile). RXN SMILES: [Br:1][C:2]1[CH:3]=[C:4]([CH:7]=[C:8]([N+:20]([O-:22])=[O:21])[C:9]=1[O:10][CH2:11][C:12]1[CH:17]=[CH:16][CH:15]=[C:14]([O:18][CH3:19])[CH:13]=1)[CH:5]=O.[CH3:23]/[C:24](/[NH2:28])=[CH:25]\[C:26]#[N:27].[CH2:29]([CH:32]1[CH2:37][C:36](=[O:38])[CH2:35][C:34](=O)[CH2:33]1)[CH2:30][CH3:31]>C(O)C>[Br:1][C:2]1[CH:3]=[C:4]([CH:5]2[C:35]3[C:36](=[O:38])[CH2:37][CH:32]([CH2:29][CH2:30][CH3:31])[CH2:33][C:34]=3[NH:28][C:24]([CH3:23])=[C:25]2[C:26]#[N:27])[CH:7]=[C:8]([N+:20]([O-:22])=[O:21])[C:9]=1[O:10][CH2:11][C:12]1[CH:17]=[CH:16][CH:15]=[C:14]([O:18][CH3:19])[CH:13]=1. Procedure: A mixture of 3-bromo-4-(3-methoxy-benzyloxy)-5-nitro-benzaldehyde (50 mg), 3-aminocrotonitrile (13 mg) and 5-propylcyclohexane-1,3-dione (25 mg) in 10 ml of ethanol was stirred at 80° C. for 17 h. The mixture was concentrated in vacuo. The residue was purified by chromatography on silicagel in heptane/ethyl acetate 8/2→1/1 (v/v) as eluent. As a reaction SMILES: [CH2:1]([O:4][C:5]1[CH:6]=[C:7]([CH:11]=[CH:12][CH:13]=1)[C:8]([OH:10])=[O:9])[CH:2]=C.[O:14]=[O+][O-]>C(Cl)Cl>[O:14]=[CH:2][CH2:1][O:4][C:5]1[CH:6]=[C:7]([CH:11]=[CH:12][CH:13]=1)[C:8]([OH:10])=[O:9]. Product: O=CCOC=1C=C(C(=O)O)C=CC1 (3-(2-oxoethoxy)benzoic acid). Isolated yield 93.0%. Reported procedure: A solution of 300 mg (1.68 mmol) of 3-(2-propenyloxy)benzoic acid in 5 mL of methylene chloride is cooled to -78° C. Ozone is introduced by bubbling the gas into the solution through a glass tube until a blue color persists. The solution is then purged with a stream of argon and 1 mL of methyl sulfide is added. The solution is diluted with 20 mL of ether and washed with water. The organic layer is separated and allowed to stand over magnesium sulfate then concentrated in vacuo to give 283 mg (93... The solvent is C(Cl)Cl (methylene chloride). The reactants are C(C=C)OC=1C=C(C(=O)O)C=CC1 (3-(2-propenyloxy)benzoic acid), O=[O+][O-] (Ozone). Reactants: [Br-], [Br-], O=C(O)CCCCCCCCCCBr, C[Mg+], C[Si](C)(C)CCC[Mg+], C[Si](C)(C)CCCBr, [Cl-], [Li+], [Mg], C1CCOC1. Product: C[Si](C)(C)CCCCCCCCCCCCCC(=O)O. As a reaction SMILES: [Br-:15].[Br-:20].[Br:1][CH2:2][CH2:3][CH2:4][CH2:5][CH2:6][CH2:7][CH2:8][CH2:9][CH2:10][CH2:11][C:12](=[O:13])[OH:14].[CH3:16][Mg+:17].[CH3:21][Si:22]([CH2:23][CH2:24][CH2:25][Mg+:26])([CH3:27])[CH3:28].[CH3:29][Si:30]([CH3:31])([CH3:32])[CH2:33][CH2:34][CH2:35][Br:36].[Cl-:19].[Li+:18].[Mg:37].[O:38]1[CH2:39][CH2:40][CH2:41][CH2:42]1>>[CH2:2]([CH2:3][CH2:4][CH2:5][CH2:6][CH2:7][CH2:8][CH2:9][CH2:10][CH2:11][C:12](=[O:13])[OH:14])[CH2:25][CH2:24][CH2:23][Si:22]([CH3:21])([CH3:27])[CH3:28]. Starting materials: COC1=C(CNC(CCl)=O)C=CC(=C1)OC (N-(2,4-Dimethoxy-benzyl)-2-chloro-acetamide), [I-].[Na+] (sodium iodide). Solvent: CC(=O)C (acetone). Conditions: temperature 50 celsius, time 2 hour. The product is COC1=C(CNC(CI)=O)C=CC(=C1)OC (N-(2,4-Dimethoxy-benzyl)-2-iodo-acetamide). Yield: 132.1%. As a reaction SMILES: [CH3:1][O:2][C:3]1[CH:14]=[C:13]([O:15][CH3:16])[CH:12]=[CH:11][C:4]=1[CH2:5][NH:6][C:7](=[O:10])[CH2:8]Cl.[I-:17].[Na+]>CC(C)=O>[CH3:1][O:2][C:3]1[CH:14]=[C:13]([O:15][CH3:16])[CH:12]=[CH:11][C:4]=1[CH2:5][NH:6][C:7](=[O:10])[CH2:8][I:17] |f:1.2|. Reported procedure: To a solution of N-(2,4-Dimethoxy-benzyl)-2-chloro-acetamide (2.2074 g, 9.0584 mmol) in acetone (20 mL) was added sodium iodide (4.121 g, 27.49 mmol). The reaction mixture was stirred at 50° C. for two hours, and then filtered to remove inorganic salts. The filtrate was evaporated in vacuo, re-suspended in ethyl acetate, and filtered again. The filtrate was evaporated in vacuo to provide 4.01 g of N-(2,4-Dimethoxy-benzyl)-2-iodo-acetamide, which was carried forward without purification. LCMS (Me... The reactants are [BH4-], O=C([O-])O, N#CC(=Cc1c(Cl)cccc1Cl)C(=O)O, CO, [Na+], [Na+]. Yields the product N#CC(Cc1c(Cl)cccc1Cl)C(=O)O. Reaction SMILES: [BH4-:21].[C:16](=[O:17])([O-:18])[OH:19].[C:1](#[N:2])[C:3]([C:4](=[O:5])[OH:6])=[CH:7][c:8]1[c:9]([Cl:15])[cH:10][cH:11][cH:12][c:13]1[Cl:14].[CH3:23][OH:24].[Na+:20].[Na+:22]>>[C:1](#[N:2])[CH:3]([C:4](=[O:5])[OH:6])[CH2:7][c:8]1[c:9]([Cl:15])[cH:10][cH:11][cH:12][c:13]1[Cl:14]. RXN SMILES: Cl.Cl.[F:3][C:4]1[CH:9]=[CH:8][C:7]([C:10]([C:31]2[CH:36]=[CH:35][C:34]([F:37])=[CH:33][CH:32]=2)=[C:11]2[CH2:16][CH2:15][N:14]([CH2:17][CH2:18][C:19]3[C:24](=[O:25])[N:23]4[CH:26]=[CH:27][CH:28]=[CH:29][C:22]4=[N:21][C:20]=3[CH3:30])[CH2:13][CH2:12]2)=[CH:6][CH:5]=1.[OH-].[NH4+]>O>[F:37][C:34]1[CH:35]=[CH:36][C:31]([C:10]([C:7]2[CH:6]=[CH:5][C:4]([F:3])=[CH:9][CH:8]=2)=[C:11]2[CH2:12][CH2:13][N:14]([CH2:17][CH2:18][C:19]3[C:24](=[O:25])[N:23]4[CH:26]=[CH:27][CH:28]=[CH:29][C:22]4=[N:21][C:20]=3[CH3:30])[CH2:15][CH2:16]2)=[CH:32][CH:33]=1 |f:0.1.2,3.4|. Reactants: Cl.Cl.FC1=CC=C(C=C1)C(=C1CCN(CC1)CCC1=C(N=C2N(C1=O)C=CC=C2)C)C2=CC=C(C=C2)F (3-[2-[4-[bis(4-fluorophenyl)methylene]-1-piperidinyl]ethyl]-2-methyl-4H-pyrido[1,2-a]pyrimidin-4-one dihydrochloride), [OH-].[NH4+] (ammonium hydroxide). Procedure details: 5 Parts of 3-[2-[4-[bis(4-fluorophenyl)methylene]-1-piperidinyl]ethyl]-2-methyl-4H-pyrido[1,2-a]pyrimidin-4-one dihydrochloride were dissolved in water and the base was liberated with ammonium hydroxide. The product was extracted with dichloromethane. The extract was dried, filtered and evaporated. The residue was stirred in a dilute ammonium hydroxide solution. The product was extracted wtih dichloromethane. The extract was dried, filtered and evaporated. The residue was crystallized from a mix... The solvent is O (water). Yields the product FC1=CC=C(C=C1)C(=C1CCN(CC1)CCC1=C(N=C2N(C1=O)C=CC=C2)C)C2=CC=C(C=C2)F (3-[2-[4-[bis(4-fluorophenyl)methylene]-1-piperidinyl]ethyl]-2-methyl-4H-pyrido[1,2-a]pyrimidin-4-one). Reactants: CC(C)(C)c1ccccc1N, CC#N, Cc1noc(C)c1-c1ccc2c(Cl)c([N+](=O)[O-])cnc2c1. The product is Cc1noc(C)c1-c1ccc2c(Nc3ccccc3C(C)(C)C)c([N+](=O)[O-])cnc2c1. Reaction SMILES: [C:22]([CH3:23])([CH3:24])([CH3:25])[c:26]1[c:27]([NH2:28])[cH:29][cH:30][cH:31][cH:32]1.[CH3:33][C:34]#[N:35].[Cl:1][c:2]1[c:3]([N+:19](=[O:20])[O-:21])[cH:4][n:5][c:6]2[cH:7][c:8](-[c:12]3[c:13]([CH3:18])[n:14][o:15][c:16]3[CH3:17])[cH:9][cH:10][c:11]12>>[c:2]1([NH:28][c:27]2[c:26]([C:22]([CH3:23])([CH3:24])[CH3:25])[cH:32][cH:31][cH:30][cH:29]2)[c:3]([N+:19](=[O:20])[O-:21])[cH:4][n:5][c:6]2[cH:7][c:8](-[c:12]3[c:13]([CH3:18])[n:14][o:15][c:16]3[CH3:17])[cH:9][cH:10][c:11]12. Starting materials: CC1=CC(=NN1CC(=O)N1CCC(CC1)C=1SC=C(N1)C(=O)O)C(F)(F)F (2-(1-{[5-methyl-3-(trifluoromethyl)-1H-pyrazol-1-yl]acetyl}piperidin-4-yl)-1,3-thiazole-4-carboxylic acid), FC1=CC=C(C=C1)CS ((4-fluorophenyl)methanethiol). The product is CC1=CC(=NN1CC(=O)N1CCC(CC1)C=1SC=C(N1)C(SCC1=CC=C(C=C1)F)=O)C(F)(F)F (S-(4-Fluorobenzyl) 2-(1-{[5-methyl-3-(trifluoromethyl)-1H-pyrazol-1-yl]acetyl}piperidin-4-yl)-1,3-thiazole-4-carbothioate). As a reaction SMILES: [CH3:1][C:2]1[N:6]([CH2:7][C:8]([N:10]2[CH2:15][CH2:14][CH:13]([C:16]3[S:17][CH:18]=[C:19]([C:21]([OH:23])=O)[N:20]=3)[CH2:12][CH2:11]2)=[O:9])[N:5]=[C:4]([C:24]([F:27])([F:26])[F:25])[CH:3]=1.[F:28][C:29]1[CH:34]=[CH:33][C:32]([CH2:35][SH:36])=[CH:31][CH:30]=1>>[CH3:1][C:2]1[N:6]([CH2:7][C:8]([N:10]2[CH2:11][CH2:12][CH:13]([C:16]3[S:17][CH:18]=[C:19]([C:21](=[O:23])[S:36][CH2:35][C:32]4[CH:33]=[CH:34][C:29]([F:28])=[CH:30][CH:31]=4)[N:20]=3)[CH2:14][CH2:15]2)=[O:9])[N:5]=[C:4]([C:24]([F:27])([F:26])[F:25])[CH:3]=1. Procedure: A solution of 2-(1-{[5-methyl-3-(trifluoromethyl)-1H-pyrazol-1-yl]acetyl}piperidin-4-yl)-1,3-thiazole-4-carboxylic acid (III-4, 200 mg) is reacted analogously to Example I-227 with (4-fluorophenyl)methanethiol (78.0 mg). This gives, after chromatographic purification, S-(4-fluorobenzyl) 2-(1-{[5-methyl-3-(trifluoromethyl)-1H-pyrazol-1-yl]acetyl}piperidin-4-yl)-1,3-thiazole-4-carbothioate (110 mg, 42%). Starting materials: [N+](=O)([O-])C1=C(C(=CC=C1)[N+](=O)[O-])O (2,6-dinitrophenol). The reagents and catalysts are [Pd] (Pd/C). The solvent is CO (MeOH). Conditions: time 8 hour. The product is NC1=C(C(=CC=C1)N)O (2,6-Diaminophenol). Isolated yield 88.8%. Reaction SMILES: [N+:1]([C:4]1[CH:9]=[CH:8][CH:7]=[C:6]([N+:10]([O-])=O)[C:5]=1[OH:13])([O-])=O>CO.[Pd]>[NH2:1][C:4]1[CH:9]=[CH:8][CH:7]=[C:6]([NH2:10])[C:5]=1[OH:13]. Procedure: A mixture of 2,6-dinitrophenol (2.50 g, 13.6 mmol) and 10% Pd/C (300 mg) in MeOH was shaken under H2 (40 psi) overnight and filtered. The filtrate was concentrated in vacuo to provide the title compound (1.50 g, 89%), characterized by NMR and mass spectral analyses. Starting materials: CC1CCC(N1)=O (5-methyl-2-pyrrolidinone), COC1=CC=2NC3=CC=CC=C3SC2C=C1 (2-methoxyphenothiazine), P(=O)(Cl)(Cl)Cl (phosphorus oxychloride). Run in ClCCCl (1,2-dichloroethane). Yields the product Cl.COC1=CC=2N(C3=CC=CC=C3SC2C=C1)C=1N(C(CC1)C)C1=NC(CC1)C (2-METHOXY-10-[5-METHYL-1-(5-METHYL-1-PYRROLIN-2-YL)-2-PYRROLIN-2-YL]PHENOTHIAZINE HYDROCHLORIDE). The yield is 8.6%. Reaction SMILES: [CH3:1][CH:2]1[NH:6][C:5](=O)[CH2:4][CH2:3]1.[CH3:8][O:9][C:10]1[CH:23]=[CH:22][C:21]2[S:20][C:19]3[C:14](=[CH:15][CH:16]=[CH:17][CH:18]=3)[NH:13][C:12]=2[CH:11]=1.P(Cl)(Cl)([Cl:26])=O>ClCCCl>[ClH:26].[CH3:8][O:9][C:10]1[CH:23]=[CH:22][C:21]2[S:20][C:19]3[C:14](=[CH:15][CH:16]=[CH:17][CH:18]=3)[N:13]([C:5]3[N:6]([C:5]4[CH2:4][CH2:3][CH:2]([CH3:1])[N:6]=4)[CH:2]([CH3:1])[CH2:3][CH:4]=3)[C:12]=2[CH:11]=1 |f:4.5|. Reported procedure: Reaction of 5-methyl-2-pyrrolidinone, 2-methoxyphenothiazine and phosphorus oxychloride in 1,2-dichloroethane according to the procedure of Example 4 affords 2-METHOXY-10-[5-METHYL-1-(5-METHYL-1-PYRROLIN-2-YL)-2-PYRROLIN-2-YL]PHENOTHIAZINE HYDROCHLORIDE (8.6% yield), m.p. 236.5°-238.5° C. (corr.), from ethanol-ether.